This data is from the Open Reaction Database (ORD), a public repository of structured organic reaction records. The task is: describe an organic reaction: reactants, conditions, products, and yield The reactants are COC(=O)CC1N=C(c2ccc(-c3cccc(C#N)c3)cc2)c2c(sc(C=O)c2C)-n2c(C)nnc21, CC#N, [O-][Cl+][O-], [Na+], [Na+], [Na+], [Na+], O, OO, O=P([O-])(O)O, O=S([O-])[O-]. Product: COC(=O)CC1N=C(c2ccc(-c3cccc(C#N)c3)cc2)c2c(sc(C(=O)O)c2C)-n2c(C)nnc21. Reaction SMILES: [C:1](#[N:2])[c:3]1[cH:4][c:5](-[c:9]2[cH:10][cH:11][c:12]([C:15]3=[N:16][CH:17]([CH2:32][C:33](=[O:34])[O:35][CH3:36])[c:18]4[n:19]([c:28]([CH3:31])[n:29][n:30]4)-[c:20]4[c:21]3[c:22]([CH3:27])[c:23]([CH:25]=[O:26])[s:24]4)[cH:13][cH:14]2)[cH:6][cH:7][cH:8]1.[CH3:55][C:56]#[N:57].[Cl+:45]([O-:46])[O-:47].[Na+:42].[Na+:48].[Na+:53].[Na+:54].[OH2:58].[OH:43][OH:44].[P:37](=[O:38])([O-:39])([OH:40])[OH:41].[S:49]([O-:50])([O-:51])=[O:52]>>[C:1](#[N:2])[c:3]1[cH:4][c:5](-[c:9]2[cH:10][cH:11][c:12]([C:15]3=[N:16][CH:17]([CH2:32][C:33](=[O:34])[O:35][CH3:36])[c:18]4[n:19]([c:28]([CH3:31])[n:29][n:30]4)-[c:20]4[c:21]3[c:22]([CH3:27])[c:23]([C:25](=[O:26])[OH:38])[s:24]4)[cH:13][cH:14]2)[cH:6][cH:7][cH:8]1.